From a dataset of the Open Reaction Database (ORD), a public repository of structured organic reaction records. describe an organic reaction: reactants, conditions, products, and yield The reactants are COC(=O)C=1OC2=C(C1)C=C(C=C2)CC=2NC=CN2 (5-(1-imidazolylmethyl)benzofuran-2-carboxylic acid methyl ester), N (ammonia). Solvent: C(C)O (ethanol). Yields the product N1C(=NC=C1)CC=1C=CC2=C(C=C(O2)C(=O)N)C1 (5-(1-imidazolylmethyl)benzofuran-2-carboxamide). As a reaction SMILES: C[O:2][C:3]([C:5]1[O:6][C:7]2[CH:13]=[CH:12][C:11]([CH2:14][C:15]3[NH:16][CH:17]=[CH:18][N:19]=3)=[CH:10][C:8]=2[CH:9]=1)=O.[NH3:20]>C(O)C>[NH:19]1[CH:18]=[CH:17][N:16]=[C:15]1[CH2:14][C:11]1[CH:12]=[CH:13][C:7]2[O:6][C:5]([C:3]([NH2:20])=[O:2])=[CH:9][C:8]=2[CH:10]=1. Procedure: A solution of 5-(1-imidazolylmethyl)benzofuran-2-carboxylic acid methyl ester in a concentrated solution of ammonia in ethanol (25 ml.) was stirred for 18 hours and then evaporated. The residue was crystallized from isopropanol to give 5-(1-imidazolylmethyl)benzofuran-2-carboxamide (0.60 g.), m.p. 174°-176° C. The product is C(C1=CC=CC=C1)(=O)N\C(\C(=O)OC)=C\C1=C(C=C(C=C1)OCC1=CC=CC=C1)OCC1=CC=CC=C1 (methyl (E)-2-benzoylamino-3-(2,4-dibenzyloxyphenyl)acrylate), C(C1=CC=CC=C1)(=O)N\C(\C(=O)OC)=C/C1=C(C=C(C=C1)OCC1=CC=CC=C1)OCC1=CC=CC=C1 (methyl (Z)-2-benzoylamino-3-(2,4-dibenzyloxyphenyl)-acrylate). Run at time 18 hour. Starting materials: C(C1=CC=CC=C1)(=O)NC(C(=O)OC)P(=O)(OC)OC (methyl benzoylamino(dimethoxyphosphoryl)acetate), [H-].[Na+] (sodium hydride), C(C1=CC=CC=C1)OC1=C(C=O)C=CC(=C1)OCC1=CC=CC=C1 (2,4-dibenzyloxybenzaldehyde). Solvent: O1CCCC1 (tetrahydrofuran), O1CCCC1 (tetrahydrofuran). RXN SMILES: [C:1]([NH:9][CH:10](P(OC)(OC)=O)[C:11]([O:13][CH3:14])=[O:12])(=[O:8])[C:2]1[CH:7]=[CH:6][CH:5]=[CH:4][CH:3]=1.[H-].[Na+].[CH2:23]([O:30][C:31]1[CH:38]=[C:37]([O:39][CH2:40][C:41]2[CH:46]=[CH:45][CH:44]=[CH:43][CH:42]=2)[CH:36]=[CH:35][C:32]=1[CH:33]=O)[C:24]1[CH:29]=[CH:28][CH:27]=[CH:26][CH:25]=1>O1CCCC1>[C:1]([NH:9]/[C:10](=[CH:33]/[C:32]1[CH:35]=[CH:36][C:37]([O:39][CH2:40][C:41]2[CH:46]=[CH:45][CH:44]=[CH:43][CH:42]=2)=[CH:38][C:31]=1[O:30][CH2:23][C:24]1[CH:29]=[CH:28][CH:27]=[CH:26][CH:25]=1)/[C:11]([O:13][CH3:14])=[O:12])(=[O:8])[C:2]1[CH:3]=[CH:4][CH:5]=[CH:6][CH:7]=1.[C:1]([NH:9]/[C:10](=[CH:33]\[C:32]1[CH:35]=[CH:36][C:37]([O:39][CH2:40][C:41]2[CH:46]=[CH:45][CH:44]=[CH:43][CH:42]=2)=[CH:38][C:31]=1[O:30][CH2:23][C:24]1[CH:29]=[CH:28][CH:27]=[CH:26][CH:25]=1)/[C:11]([O:13][CH3:14])=[O:12])(=[O:8])[C:2]1[CH:3]=[CH:4][CH:5]=[CH:6][CH:7]=1 |f:1.2|. Reported procedure: A stirred solution of methyl benzoylamino(dimethoxyphosphoryl)acetate (4.25 g) in dry tetrahydrofuran (30 mL) is treated with sodium hydride (0.66 g, 60% dispersion in mineral oil) under nitrogen. After stirring for 15 minutes a solution of 2,4-dibenzyloxybenzaldehyde (4.74 g) in dry tetrahydrofuran (15 mL) is added dropwise. The reaction mixture is stirred at room temperature for 18 hours, evaporated and the residue partitioned between ethyl acetate (100 mL) and water (75 mL). The organic phase... As a reaction SMILES: Cl.[CH3:2][CH:3]([CH3:7])[C:4](=[NH:6])[NH2:5].Br[C:9]1[C:10](=O)[CH2:11][CH2:12][C:13]=1[O:14]C.C(=O)([O-])[O-].[K+].[K+].ClCCl>CN(C)C=O>[CH3:2][CH:3]([C:4]1[NH:5][C:10]2[CH2:11][CH2:12][C:13](=[O:14])[C:9]=2[N:6]=1)[CH3:7] |f:0.1,3.4.5|. Run in CN(C=O)C (N,N-dimethylformamide). Starting materials: ClCCl (dichloromethane), Cl.CC(C(N)=N)C (2-methylpropanimidamide hydrochloride), BrC=1C(CCC1OC)=O (2-bromo-3-(methyloxy)-2-cyclopenten-1-one), C([O-])([O-])=O.[K+].[K+] (potassium carbonate). Isolated yield 61.8%. Run at temperature 100 celsius. Yields the product CC(C)C1=NC2=C(N1)CCC2=O (2-(1-methylethyl)-5,6-dihydrocyclopenta[d]imidazol-4(1H)-one). Procedure details: A mixture of 2-methylpropanimidamide hydrochloride (0.770 g), 2-bromo-3-(methyloxy)-2-cyclopenten-1-one (1 g) and potassium carbonate (2.17 g) in N,N-dimethylformamide (15 mL) were heated at 100° C. for 4.5 hr and then heated at 110° C. for 1 hour. The reaction mixture was cooled down to room temperature and dichloromethane was added. The white suspension (potassium carbonate) was filtered off and the filtrate concentrated under vacuum. The residue was purified by reverse phase chromatography us... Starting materials: OCCC=1C=C(CN2CCC3(CN(CCO3)C(=O)C=3N=C(SC3)C(C)C)CC2)C=CC1C(F)(F)F ((9-(3-(2-Hydroxyethyl)-4-(trifluoromethyl)benzyl)-1-oxa-4,9-diazaspiro[5.5]undecan-4-yl)(2-isopropylthiazol-4-yl)methanone), CC(=O)OI1(C=2C=CC=CC2C(=O)O1)(OC(=O)C)OC(=O)C (Dess-Martin periodinane). Run at time 90 minute. Yields the product C(C)(C)C=1SC=C(N1)C(=O)N1CCOC2(C1)CCN(CC2)CC=2C=CC(=C(C2)CC=O)C(F)(F)F (2-(5-((4-(2-Isopropylthiazole-4-carbonyl)-1-oxa-4,9-diazaspiro[5.5]undecan-9-yl)methyl)-2-(trifluoromethyl)phenyl)acetaldehyde). Reaction SMILES: [OH:1][CH2:2][CH2:3][C:4]1[CH:5]=[C:6]([CH:29]=[CH:30][C:31]=1[C:32]([F:35])([F:34])[F:33])[CH2:7][N:8]1[CH2:28][CH2:27][C:11]2([O:16][CH2:15][CH2:14][N:13]([C:17]([C:19]3[N:20]=[C:21]([CH:24]([CH3:26])[CH3:25])[S:22][CH:23]=3)=[O:18])[CH2:12]2)[CH2:10][CH2:9]1.CC(OI1(OC(C)=O)(OC(C)=O)OC(=O)C2C=CC=CC1=2)=O>>[CH:24]([C:21]1[S:22][CH:23]=[C:19]([C:17]([N:13]2[CH2:12][C:11]3([CH2:27][CH2:28][N:8]([CH2:7][C:6]4[CH:29]=[CH:30][C:31]([C:32]([F:35])([F:33])[F:34])=[C:4]([CH2:3][CH:2]=[O:1])[CH:5]=4)[CH2:9][CH2:10]3)[O:16][CH2:15][CH2:14]2)=[O:18])[N:20]=1)([CH3:26])[CH3:25]. Procedure: The subtitled compound was prepared using a similar method to that described in Example 16 step c) using (9-(3-(2-hydroxyethyl)-4-(trifluoromethyl)benzyl)-1-oxa-4,9-diazaspiro[5.5]undecan-4-yl)(2-isopropylthiazol-4-yl)methanone (0.32 g) (Example 270, step b). The mixture was stirred for 90 min after the addition of the Dess-Martin periodinane. Yield 0.38 g. RXN SMILES: [C:1]([CH2:3][C:4]1([N:8]2[CH:12]=[C:11]([C:13]3[CH:18]=[N:17][N:16]4[C:19]([C:22]5[CH:23]=[C:24]([NH:28][C:29]([NH:31][CH2:32][C:33]([F:36])([F:35])[F:34])=[O:30])[CH:25]=[CH:26][CH:27]=5)=[CH:20][N:21]=[C:15]4[CH:14]=3)[CH:10]=[N:9]2)[CH2:7][NH:6][CH2:5]1)#[N:2].[C:37]([C:39]1([C:42](O)=[O:43])[CH2:41][CH2:40]1)#[N:38]>>[C:37]([C:39]1([C:42]([N:6]2[CH2:5][C:4]([N:8]3[CH:12]=[C:11]([C:13]4[CH:18]=[N:17][N:16]5[C:19]([C:22]6[CH:23]=[C:24]([NH:28][C:29]([NH:31][CH2:32][C:33]([F:35])([F:36])[F:34])=[O:30])[CH:25]=[CH:26][CH:27]=6)=[CH:20][N:21]=[C:15]5[CH:14]=4)[CH:10]=[N:9]3)([CH2:3][C:1]#[N:2])[CH2:7]2)=[O:43])[CH2:41][CH2:40]1)#[N:38]. The product is C(#N)C1(CC1)C(=O)N1CC(C1)(CC#N)N1N=CC(=C1)C1=CC=2N(N=C1)C(=CN2)C=2C=C(C=CC2)NC(=O)NCC(F)(F)F (N-[3-(7-{1-[1-[(1-Cyanocyclopropyl)carbonyl]-3-(cyanomethyl)azetidin-3-yl]-1H-pyrazol-4-yl}imidazo[1,2-b]pyridazin-3-yl)phenyl]-N′-(2,2,2-trifluoroethyl)urea). Reactants: C(#N)CC1(CNC1)N1N=CC(=C1)C1=CC=2N(N=C1)C(=CN2)C=2C=C(C=CC2)NC(=O)NCC(F)(F)F (N-[3-(7-{1-[3-(cyanomethyl)azetidin-3-yl]-1H-pyrazol-4-yl}imidazo[1,2-b]pyridazin-3-yl)phenyl]-N′-(2,2,2-trifluoroethyl)urea), C(#N)C1(CC1)C(=O)O (1-cyanocyclopropanecarboxylic acid). Procedure details: This compound was prepared by using procedures analogous to those described for the synthesis of Example 77 starting from N-[3-(7-{1-[3-(cyanomethyl)azetidin-3-yl]-1H-pyrazol-4-yl}imidazo[1,2-b]pyridazin-3-yl)phenyl]-N′-(2,2,2-trifluoroethyl)urea and 1-cyanocyclopropanecarboxylic acid. LCMS (M+H)+: m/z=589.2. Reactants: CC(C)=CCCBr, O=Cc1cccc2[nH]ccc12. The product is CC(C)=CCCn1ccc2c(C=O)cccc21. As a reaction SMILES: [Br:1][CH2:2][CH2:3][CH:4]=[C:5]([CH3:6])[CH3:7].[nH:8]1[cH:9][cH:10][c:11]2[c:12]([CH:17]=[O:18])[cH:13][cH:14][cH:15][c:16]12>>[CH2:2]([CH2:3][CH:4]=[C:5]([CH3:6])[CH3:7])[n:8]1[cH:9][cH:10][c:11]2[c:12]([CH:17]=[O:18])[cH:13][cH:14][cH:15][c:16]12.